Dataset: the Open Reaction Database (ORD), a public repository of structured organic reaction records. Task: describe an organic reaction: reactants, conditions, products, and yield The reactants are COC(C1=CC=C(C=C1)OCCCCCCCCCCCCCCCCCC)=O (Methyl-4-octadecyloxy-benzoate), CCOC(=O)/N=N/C(=O)OCC (DEAD), C1(=CC=CC=C1)O (phenol), C(CCC\C=C\CCCC)O (trans-5-Decenol). The product is COC(C1=CC=C(C=C1)OCCCC\C=C\CCCC)=O (Methyl-4-(trans-5-decenyloxy)-benzoate). Solvent: CCOCC (ether). Isolated yield 72.0%. Procedure details: DEAD (256 mg, 1.47 mmol), phenol 34 (194 mg, 1.28 mmol), alcohol 26j (200 mg, 1.28 mmol), and TPP (386 mg, 1.47 mmol) in 13 ml anhydrous ether were reacted according to the procedure for compound 35a. The crude product was purified via flash chromatography over silica gel with gradual elutions from 95/5 to 90/10 (v/v, Hex/EtOAc). Evaporation of the solvent yielded 266 mg (72%) of colorless liquid. Reaction SMILES: CCOC(/N=N/C(OCC)=O)=O.C1(O)C=CC=CC=1.C(O)CCC/C=C/CCCC.[CH3:31][O:32][C:33](=[O:59])[C:34]1[CH:39]=[CH:38][C:37]([O:40][CH2:41][CH2:42][CH2:43][CH2:44][CH2:45][CH2:46][CH2:47][CH2:48][CH2:49][CH2:50]CCCCCCCC)=[CH:36][CH:35]=1>CCOCC>[CH3:31][O:32][C:33](=[O:59])[C:34]1[CH:39]=[CH:38][C:37]([O:40][CH2:41][CH2:42][CH2:43][CH2:44]/[CH:45]=[CH:46]/[CH2:47][CH2:48][CH2:49][CH3:50])=[CH:36][CH:35]=1. Starting materials: FC1=CC(=C(C(=C1)[N+](=O)[O-])C(C(=O)OC)CC(=O)OCC)[N+](=O)[O-] ((±)-4-Ethyl 1-methyl 2-(4-fluoro-2,6-dinitrophenyl)succinate). The reagents and catalysts are [Fe] (iron). Run in CCO (EtOH), [NH4+].[Cl-] (NH4Cl). The product is NC1=C2C(C(NC2=CC(=C1)F)=O)CC(=O)OCC ((±)-Ethyl (4-amino-6-fluoro-2-oxo-2,3-dihydro-1H-indol-3-yl)acetate). As a reaction SMILES: [F:1][C:2]1[CH:7]=[C:6]([N+:8]([O-])=O)[C:5]([CH:11]([CH2:16][C:17]([O:19][CH2:20][CH3:21])=[O:18])[C:12](OC)=[O:13])=[C:4]([N+:22]([O-])=O)[CH:3]=1>CCO.[NH4+].[Cl-].[Fe]>[NH2:8][C:6]1[CH:7]=[C:2]([F:1])[CH:3]=[C:4]2[C:5]=1[CH:11]([CH2:16][C:17]([O:19][CH2:20][CH3:21])=[O:18])[C:12](=[O:13])[NH:22]2 |f:2.3|. Procedure: A solution of (±)-4-ethyl 1-methyl 2-(4-fluoro-2,6-dinitrophenyl)succinate from Step C (7.23 g, 21.0 mmol) and iron powder (5.86 g, 105 mmol) in EtOH (60 mL) and saturated aqueous NH4Cl (15 mL) was stirred at reflux for 4.5 h. The warm reaction mixture was filtered through Celite, rinsing the filter cake with ethyl acetate. The crude product solution was washed with saturated aqueous NaHCO3 (300 mL). The layers were separated and the aqueous layer was further extracted with EtOAc (2×200 mL). The... The reactants are C=C1C(COCC1)CCCC=C (4-methylidene-3-(pent-4-en-1-yl)tetrahydro-2H-pyran). The solvent is C(Cl)Cl (CH2Cl2). Run at time 1 hour. The product is C1OCCC2=CCCCC12 (3,4,6,7,8,8a-hexahydro-1H-isochromene). Reaction SMILES: C=[C:2]1[CH2:7][CH2:6][O:5][CH2:4][CH:3]1[CH2:8][CH2:9][CH2:10][CH:11]=C>C(Cl)Cl>[CH2:4]1[CH:3]2[C:2](=[CH:11][CH2:10][CH2:9][CH2:8]2)[CH2:7][CH2:6][O:5]1. Procedure details: A mixture of 4-methylidene-3-(pent-4-en-1-yl)tetrahydro-2H-pyran (0.198 g, 1.19 mmol) in CH2Cl2 (20 mL) was degassed (3×N2/pump). Zhan-Ib (0.044 g, 0.060 mmol) was added, the reaction was degassed again, and stirred at rt for 1 hr. The resulting mixture was concentrated and purified by silica gel chromatography to provide the title compound. 1H NMR (500 MHz, CDCl3) δ 5.47 (s, 1H), 3.90-4.10 (m, 2H), 3.26-3.35 (m, 1H), 2.94 (t, 1H, J=11.0 Hz), 2.24-2.40 (m, 2H), 1.74-2.07 (m, 3H), 1.65-1.76 (m, 2... Reactants: O (water), ClC=1C2=C(N=CN1)OC(=C2C2=CC=C(C=C2)OC)C2=C(C=CC=C2)F (4-chloro-6-(2-fluorophenyl)-5-(4-methoxyphenyl)furo[2,3-d]pyrimidine), [H-].[Na+] (sodium hydride), C(C)(C)(C)OC(CCCC[C@@H](C)O)=O ((6R)-6-hydroxyheptanoic acid tert.-butyl ester). Reagents/catalysts: [I-].C(CCC)[N+](CCCC)(CCCC)CCCC (tetra-n-butylammonium iodide). Solvent: C(C)(=O)OCC (ethyl acetate), C1CCOC1 (THF), C1CCOC1 (THF). Product: C(C)(C)(C)OC(CCCC[C@@H](C)OC=1C2=C(N=CN1)OC(=C2C2=CC=C(C=C2)OC)C2=C(C=CC=C2)F)=O ((6R)-6-{[6-(2-Fluorophenyl)-5-(4-methoxyphenyl)furo[2,3-d]pyrimidin-4-yl]oxy}heptanoic acid tert.-butyl ester). As a reaction SMILES: [H-].[Na+].[C:3]([O:7][C:8](=[O:16])[CH2:9][CH2:10][CH2:11][CH2:12][C@H:13]([OH:15])[CH3:14])([CH3:6])([CH3:5])[CH3:4].Cl[C:18]1[C:19]2[C:26]([C:27]3[CH:32]=[CH:31][C:30]([O:33][CH3:34])=[CH:29][CH:28]=3)=[C:25]([C:35]3[CH:40]=[CH:39][CH:38]=[CH:37][C:36]=3[F:41])[O:24][C:20]=2[N:21]=[CH:22][N:23]=1.O>C1COCC1.[I-].C([N+](CCCC)(CCCC)CCCC)CCC.C(OCC)(=O)C>[C:3]([O:7][C:8](=[O:16])[CH2:9][CH2:10][CH2:11][CH2:12][C@H:13]([O:15][C:18]1[C:19]2[C:26]([C:27]3[CH:28]=[CH:29][C:30]([O:33][CH3:34])=[CH:31][CH:32]=3)=[C:25]([C:35]3[CH:40]=[CH:39][CH:38]=[CH:37][C:36]=3[F:41])[O:24][C:20]=2[N:21]=[CH:22][N:23]=1)[CH3:14])([CH3:4])([CH3:6])[CH3:5] |f:0.1,6.7|. Procedure details: Add 87 mg (2.16 mmol) sodium hydride (60% dispersion in mineral oil) to a solution of 350 mg (1.73 mmol) (6R)-6-hydroxyheptanoic acid tert.-butyl ester in 5 ml THF, with ice cooling. After stirring for ten minutes with ice cooling, add a solution of 644 mg (1.82 mmol) 4-chloro-6-(2-fluorophenyl)-5-(4-methoxyphenyl)furo[2,3-d]pyrimidine in 5 ml THF and 32 mg (0.09 mmol) tetra-n-butylammonium iodide. Stir the reaction mixture for 48 h at RT. After adding water and ethyl acetate, wash the separated... Reactants: C([O-])(O)=O.[Na+] (sodium bicarbonate), C(C)(=O)O[BH-](OC(C)=O)OC(C)=O.[Na+] (sodium triacetoxyborohydride), CNC(=O)C1=CC=C2C=CN(C2=C1)C1CCNCC1 (N-methyl-1-(piperidin-4-yl)-1H-indole-6-carboxamide), COC1=CC=C2C(CC(OC2=C1CC=O)(C)C)=O ((7-methoxy-2,2-dimethyl-4-oxochroman-8-yl)acetaldehyde). The solvent is C(C)(=O)O (acetic acid), C(Cl)Cl (methylene chloride). Reaction conditions: time 1 hour. Yields the product COC1=CC=C2C(CC(OC2=C1CCN1CCC(CC1)N1C=CC2=CC=C(C=C12)C(=O)NC)(C)C)=O (1-{1-[2-(7-methoxy-2,2-dimethyl-4-oxochroman-8-yl)ethyl]piperidin-4-yl}-N-methyl-1H-indole-6-carboxamide). Yield: 92.0%. Reaction SMILES: [CH3:1][NH:2][C:3]([C:5]1[CH:13]=[C:12]2[C:8]([CH:9]=[CH:10][N:11]2[CH:14]2[CH2:19][CH2:18][NH:17][CH2:16][CH2:15]2)=[CH:7][CH:6]=1)=[O:4].[CH3:20][O:21][C:22]1[C:31]([CH2:32][CH:33]=O)=[C:30]2[C:25]([C:26](=[O:37])[CH2:27][C:28]([CH3:36])([CH3:35])[O:29]2)=[CH:24][CH:23]=1.C(O[BH-](OC(=O)C)OC(=O)C)(=O)C.[Na+].C(=O)(O)[O-].[Na+]>C(Cl)Cl.C(O)(=O)C>[CH3:20][O:21][C:22]1[C:31]([CH2:32][CH2:33][N:17]2[CH2:18][CH2:19][CH:14]([N:11]3[C:12]4[C:8](=[CH:7][CH:6]=[C:5]([C:3]([NH:2][CH3:1])=[O:4])[CH:13]=4)[CH:9]=[CH:10]3)[CH2:15][CH2:16]2)=[C:30]2[C:25]([C:26](=[O:37])[CH2:27][C:28]([CH3:36])([CH3:35])[O:29]2)=[CH:24][CH:23]=1 |f:2.3,4.5|. Reported procedure: 120 mg of N-methyl-1-(piperidin-4-yl)-1H-indole-6-carboxamide and 120 mg of (7-methoxy-2,2-dimethyl-4-oxochroman-8-yl)acetaldehyde were dissolved in 8 ml of methylene chloride. Thereafter, 0.05 ml of acetic acid and 0.15 g of sodium triacetoxyborohydride were added to the reaction solution, and the obtained mixture was then stirred at room temperature for 1 hour. Thereafter, a saturated sodium bicarbonate aqueous solution was added to the reaction solution, followed by extraction with methylene ... Reactants: BrC=1C=C2C(=NNC(C2=CC1)=O)Cl (6-bromo-4-chloro-2H-phthalazin-1-one), C(C)(C)(C)OC(=O)N1CC2CN(CC2C1)C1=C(C=CC=C1)CN (5-(2-aminomethyl-phenyl)-hexahydro-pyrrolo[3,4-c]pyrrole-2-carboxylic acid tert-butyl ester), C=1C=CC(=CC1)P(C=2C=CC=CC2)C3=CC=C4C=CC=CC4=C3C5=C6C=CC=CC6=CC=C5P(C=7C=CC=CC7)C=8C=CC=CC8 (BINAP), CC(C)(C)[O-].[Na+] (NaOt-Bu). Reagents/catalysts: C=1C=CC(=CC1)/C=C/C(=O)/C=C/C2=CC=CC=C2.C=1C=CC(=CC1)/C=C/C(=O)/C=C/C2=CC=CC=C2.C=1C=CC(=CC1)/C=C/C(=O)/C=C/C2=CC=CC=C2.[Pd].[Pd] (Pd2(dba)3). Solvent: CC(=O)N(C)C (DMA). Conditions: temperature 90 celsius. The product is C(C)(C)(C)OC(=O)N1CC2CN(CC2C1)C1=C(C=CC=C1)CNC=1C=C2C(=NNC(C2=CC1)=O)Cl (5-{2-[(4-Chloro-1-oxo-1,2-dihydro-phthalazin-6-ylamino)-methyl]-phenyl}-hexahydro-pyrrolo[3,4-c]pyrrole-2-carboxylic acid tert-butyl ester). Yield: 21.0%. RXN SMILES: Br[C:2]1[CH:3]=[C:4]2[C:9](=[CH:10][CH:11]=1)[C:8](=[O:12])[NH:7][N:6]=[C:5]2[Cl:13].[C:14]([O:18][C:19]([N:21]1[CH2:28][CH:27]2[CH:23]([CH2:24][N:25]([C:29]3[CH:34]=[CH:33][CH:32]=[CH:31][C:30]=3[CH2:35][NH2:36])[CH2:26]2)[CH2:22]1)=[O:20])([CH3:17])([CH3:16])[CH3:15].C1C=CC(P(C2C(C3C(P(C4C=CC=CC=4)C4C=CC=CC=4)=CC=C4C=3C=CC=C4)=C3C(C=CC=C3)=CC=2)C2C=CC=CC=2)=CC=1.CC([O-])(C)C.[Na+]>CC(N(C)C)=O.C1C=CC(/C=C/C(/C=C/C2C=CC=CC=2)=O)=CC=1.C1C=CC(/C=C/C(/C=C/C2C=CC=CC=2)=O)=CC=1.C1C=CC(/C=C/C(/C=C/C2C=CC=CC=2)=O)=CC=1.[Pd].[Pd]>[C:14]([O:18][C:19]([N:21]1[CH2:22][CH:23]2[CH:27]([CH2:26][N:25]([C:29]3[CH:34]=[CH:33][CH:32]=[CH:31][C:30]=3[CH2:35][NH:36][C:2]3[CH:3]=[C:4]4[C:9](=[CH:10][CH:11]=3)[C:8](=[O:12])[NH:7][N:6]=[C:5]4[Cl:13])[CH2:24]2)[CH2:28]1)=[O:20])([CH3:17])([CH3:15])[CH3:16] |f:3.4,6.7.8.9.10|. Procedure: A mixture of 6-bromo-4-chloro-2H-phthalazin-1-one (136 mg, 0.52 mmol), 5-(2-aminomethyl-phenyl)-hexahydro-pyrrolo[3,4-c]pyrrole-2-carboxylic acid tert-butyl ester (150 mg, 0.48 mmol), Pd2(dba)3 (22 mg, 0.024 mmol), BINAP (49 mg, 0.078 mmol) and NaOt-Bu (147 mg, 1.56 mmol) in DMA (10 mL) was purged with nitrogen for 10 min. The mixture was heated at 90° C. for 2 h. The mixture was allowed to cool and diluted with ethyl acetate (30 mL) and washed with ammonium chloride (25 mL). The organic layer w... Starting materials: [BH4-].[Na+] (Sodium borohydride), ClC1=NC(=C(C=O)C=C1)C (6-chloro-2-methylnicotinaldehyde). Run in CO (methanol). Run at time 2 hour. Product: ClC1=CC=C(C(=N1)C)CO ((6-Chloro-2-methylpyridin-3-yl)methanol). Reaction SMILES: [BH4-].[Na+].[Cl:3][C:4]1[CH:11]=[CH:10][C:7]([CH:8]=[O:9])=[C:6]([CH3:12])[N:5]=1>CO>[Cl:3][C:4]1[N:5]=[C:6]([CH3:12])[C:7]([CH2:8][OH:9])=[CH:10][CH:11]=1 |f:0.1|. Procedure: Sodium borohydride (0.73 g, 19.28 mmol) was added to a solution of 6-chloro-2-methylnicotinaldehyde (1.5 g, 9.64 mmol) in methanol (38.6 mL) at room temperature. The mixture was stirred for 2 hours, then quenched with water and saturated aqueous sodium bicarbonate, and extracted three times with ethyl acetate. The organic layers were combined, dried over magnesium sulfate, filtered, and concentrated under reduced pressure to afford the title compound.